From a dataset of the Open Reaction Database (ORD), a public repository of structured organic reaction records. describe an organic reaction: reactants, conditions, products, and yield The reactants are FC=1C=C(C=CC1N1C=NC(=C1)C(=O)ON1N=NC2=C1C=CC=C2)N2C(O[C@H](C2)CNC(C)=O)=O (N-[(5S)-3-(3-fluoro-4-(4-(1-benzotriazolyloxy)carbonylimidazol-1-yl)phenyl)-2-oxooxazolidin-5-ylmethyl]acetamide), CNCC1=NC=CC=C1 (2-(N-methylaminomethyl)pyridine). Run in CN(C)C=O (DMF), C([O-])(O)=O.[Na+] (sodium bicarbonate). Product: FC=1C=C(C=CC1N1C=NC(=C1)C(=O)N(C)CC1=NC=CC=C1)N1C(O[C@H](C1)CNC(C)=O)=O (N-[(5S)-3-(3-Fluoro-4-(4-(N-(pyridin-2-yl)methyl-N-methylaminocarbonyl)-imidazol-1-yl)phenyl)-2-oxooxazolidin-5-ylmethyl]acetamide). Isolated yield 22.0%. RXN SMILES: [F:1][C:2]1[CH:3]=[C:4]([N:25]2[CH2:29][C@H:28]([CH2:30][NH:31][C:32](=[O:34])[CH3:33])[O:27][C:26]2=[O:35])[CH:5]=[CH:6][C:7]=1[N:8]1[CH:12]=[C:11]([C:13]([O:15]N2C3C=CC=CC=3N=N2)=O)[N:10]=[CH:9]1.[CH3:36][NH:37][CH2:38][C:39]1[CH:44]=[CH:43][CH:42]=[CH:41][N:40]=1>CN(C=O)C.C(=O)(O)[O-].[Na+]>[F:1][C:2]1[CH:3]=[C:4]([N:25]2[CH2:29][C@H:28]([CH2:30][NH:31][C:32](=[O:34])[CH3:33])[O:27][C:26]2=[O:35])[CH:5]=[CH:6][C:7]=1[N:8]1[CH:12]=[C:11]([C:13]([N:37]([CH2:38][C:39]2[CH:44]=[CH:43][CH:42]=[CH:41][N:40]=2)[CH3:36])=[O:15])[N:10]=[CH:9]1 |f:3.4|. Procedure details: N-[(5S)-3-(3-fluoro-4-(4-(1-benzotriazolyloxy)carbonylimidazol-1-yl)phenyl)-2-oxooxazolidin-5-ylmethyl]acetamide (prepared as detailed for Exarnples 49-80; 243 mg, 0.5 mM) dissolved in DMF (4 ml) was treated with 2-(N-methylaminomethyl)pyridine (68 mg, 0.55mM). The mixture was stirred under nitrogen, and heated to 55° for 18 hours. After cooling, the mixture was diluted with saturated sodium bicarbonate solution (20 ml), extracted with ethyl acetate (2×10 ml), the extract washed with water and d... Reactants: CC(=O)C (acetone), C(C)(C)N(CC)C(C)C (diisopropylethylamine), C[Si](C)(C)OS(=O)(=O)C(F)(F)F (trimethylsilyltriflate), C(C)(C)(C)C1=CC(=CC2=C1OCC2(C)C)C(C)=O (1-(7-tert-butyl-3,3-dimethyl-2,3-dihydrobenzo[b]furan-5-yl)-ethan-1-one). The reagents and catalysts are Cl[Ti](Cl)(Cl)Cl (TiCl4). The solvent is C(Cl)Cl (CH2Cl2). Run at temperature -78 celsius, time 10 minute. The product is C(C)(C)(C)C1=CC(=CC2=C1OCC2(C)C)C(CC(C)(C)O)=O (1-(7-tert-butyl-3,3-dimethyl-2,3-dihydrobenzo[b]furan-5-yl)-3-hydroxy-3-methylbutan-1 -one). Reaction SMILES: [C:1]([C:5]1[C:10]2[O:11][CH2:12][C:13]([CH3:15])([CH3:14])[C:9]=2[CH:8]=[C:7]([C:16](=[O:18])[CH3:17])[CH:6]=1)([CH3:4])([CH3:3])[CH3:2].C(N(C(C)C)CC)(C)C.C[Si](OS(C(F)(F)F)(=O)=O)(C)C.[CH3:40][C:41]([CH3:43])=[O:42]>C(Cl)Cl.Cl[Ti](Cl)(Cl)Cl>[C:1]([C:5]1[C:10]2[O:11][CH2:12][C:13]([CH3:15])([CH3:14])[C:9]=2[CH:8]=[C:7]([C:16](=[O:18])[CH2:17][C:41]([OH:42])([CH3:43])[CH3:40])[CH:6]=1)([CH3:4])([CH3:2])[CH3:3]. Reported procedure: A solution of 1-(7-tert-butyl-3,3-dimethyl-2,3-dihydrobenzo[b]furan-5-yl)-ethan-1-one (Example 2) (1.07 g, 4.3 mmol) in CH2Cl2 (65 mL) is cooled to -78° C., and diisopropylethylamine (0.97 mL, 5.6 mmol) and trimethylsilyltriflate (1.08 mL, 5.6 mmol) are added sequentially via syringe. The reaction is stirred at -78° C. for 10 min and then is allowed to warm to 24° C. and is stirred at that temperature for 45 min. The solution is once again cooled to -78° C., and acetone (0.54 mL, 4.3 mmol) is ad... The product is COC(=O)[C@@H]1[C@@H](C2=CC=CC=C2C1)C (cis-2,3-Dihydro-1-methyl-1H-indene-2-carboxylic acid methyl ester). Procedure details: cis-2,3-Dihydro-1-methyl-1H-indene-2-carboxylic acid methyl ester is prepared from cis-2,3-dihydro-1-methyl-1H-indene-2-carboxylic acid (see Example 4) by the standard methods using methanol and concentrated sulphuric acid. Yield 91%. Reaction SMILES: [CH3:1][C@@H:2]1[C:10]2[C:5](=[CH:6][CH:7]=[CH:8][CH:9]=2)[CH2:4][C@@H:3]1[C:11]([OH:13])=[O:12].S(=O)(=O)(O)O.[CH3:19]O>>[CH3:19][O:12][C:11]([C@H:3]1[CH2:4][C:5]2[C:10](=[CH:9][CH:8]=[CH:7][CH:6]=2)[C@H:2]1[CH3:1])=[O:13]. The yield is 91.0%. Starting materials: C[C@H]1[C@H](CC2=CC=CC=C12)C(=O)O (cis-2,3-dihydro-1-methyl-1H-indene-2-carboxylic acid), S(O)(O)(=O)=O (sulphuric acid), CO (methanol). Starting materials: BrCC1=CC=C(O1)C=O (5-(bromomethyl)furan-2-carboxaldehyde), CN1CCNCC1 (1-methylpiperazine). Run in O1CCOCC1 (dioxane). Conditions: time 30 minute. Yields the product CN1CCN(CC1)CC1=CC=C(O1)C=O (5-((4-methylpiperazine-1-yl)methyl)furan-2-carboxaldehyde). The yield is 52.4%. Reaction SMILES: Br[CH2:2][C:3]1[O:7][C:6]([CH:8]=[O:9])=[CH:5][CH:4]=1.[CH3:10][N:11]1[CH2:16][CH2:15][NH:14][CH2:13][CH2:12]1>O1CCOCC1>[CH3:10][N:11]1[CH2:16][CH2:15][N:14]([CH2:2][C:3]2[O:7][C:6]([CH:8]=[O:9])=[CH:5][CH:4]=2)[CH2:13][CH2:12]1. Procedure details: To a solution of 0.20 g (1.1 mmol) of 5-(bromomethyl)furan-2-carboxaldehyde in anhydrous dioxane (10 ml) are added 261 μL (0.24 g, 2.3 mmol) of 1-methylpiperazine. The mixture is stirred at room temperature for 30 min. The precipitate formed is filtered and rinsed with dioxane. The filtrate is concentrated, dissolved in dichloromethane, and washed in water. The organic phase is dried over magnesium sulfate, filtered, and concentrated. The residue obtained is purified by chromatography on silica ... Reactants: CC(CCc1ccc(CC(=O)O)cc1)CC(=O)O, O. Product: CC1CCc2ccc(CC(=O)O)cc2C(=O)C1. Reaction SMILES: [C:1](=[O:2])([OH:3])[CH2:4][c:5]1[cH:6][cH:7][c:8]([CH2:11][CH2:12][CH:13]([CH2:14][C:15](=[O:16])[OH:17])[CH3:18])[cH:9][cH:10]1.[OH2:19]>>[C:1](=[O:2])([OH:3])[CH2:4][c:5]1[cH:6][cH:7][c:8]2[c:9]([cH:10]1)[C:15](=[O:17])[CH2:14][CH:13]([CH3:18])[CH2:12][CH2:11]2.